Dataset: the Open Reaction Database (ORD), a public repository of structured organic reaction records. Task: describe an organic reaction: reactants, conditions, products, and yield Procedure details: To a solution of N′-(3-cyanopyrazin-2-yl)-N,N-dimethylformamidine (prepared as in Albert and Ohta, J. Chem. Soc. C 1971, 3727-3730, which is expressly incorporated by reference herein; 2.0 g, 11.4 mmol) in ethyl alcohol (EtOH; 50 mL) was added 4-(2-aminoethyl)-phenol (4.7 g, 34 mmol) and acetic acid (3.9 mL, 4.1 g, 68 mmol). The solution was heated to reflux for 19 h, concentrated in vacuo, and the residue was slurried with H2O and suction filtered. The filter cake was washed with H2O and dried ... Product: N1=CN=C(C2=NC=CN=C12)NCCC1=CC=C(C=C1)O (4-[2-(pteridin-4-ylamino)-ethyl]-phenol). RXN SMILES: [C:1]([C:3]1[C:4]([N:9]=[CH:10][N:11](C)C)=[N:5][CH:6]=[CH:7][N:8]=1)#[N:2].N[CH2:15][CH2:16][C:17]1[CH:22]=[CH:21][C:20]([OH:23])=[CH:19][CH:18]=1.C(O)(=O)C>C(O)C>[N:9]1[C:4]2[C:3](=[N:8][CH:7]=[CH:6][N:5]=2)[C:1]([NH:2][CH2:15][CH2:16][C:17]2[CH:22]=[CH:21][C:20]([OH:23])=[CH:19][CH:18]=2)=[N:11][CH:10]=1. Solvent: C(C)O (ethyl alcohol). Reactants: NCCC1=CC=C(C=C1)O (4-(2-aminoethyl)-phenol), C(C)(=O)O (acetic acid), C(#N)C=1C(=NC=CN1)N=CN(C)C (N′-(3-cyanopyrazin-2-yl)-N,N-dimethylformamidine). The reactants are [OH-].[Na+] (sodium hydroxide), CO (methanol), C1(CCCCC1)CN1C2=C(C=C(C1=O)C(=O)OCC)CSCC2 (ethyl 1-cyclohexylmethyl-2-oxo-1,5,7,8,tetrahydro-2H-thiopyrano[4,3-b]pyridine-3-carboxylate), Cl (hydrochloric acid). The solvent is O (water), O (water). Yields the product C1(CCCCC1)CN1C2=C(C=C(C1=O)C(=O)O)CSCC2 (1-cyclohexylmethyl-2-oxo-1,5,7,8,tetrahydro-2H-thiopyrano[4,3-b]pyridine-3-carboxylic acid). RXN SMILES: [OH-].[Na+].CO.[CH:5]1([CH2:11][N:12]2[C:17](=[O:18])[C:16]([C:19]([O:21]CC)=[O:20])=[CH:15][C:14]3[CH2:24][S:25][CH2:26][CH2:27][C:13]2=3)[CH2:10][CH2:9][CH2:8][CH2:7][CH2:6]1.Cl>O>[CH:5]1([CH2:11][N:12]2[C:17](=[O:18])[C:16]([C:19]([OH:21])=[O:20])=[CH:15][C:14]3[CH2:24][S:25][CH2:26][CH2:27][C:13]2=3)[CH2:6][CH2:7][CH2:8][CH2:9][CH2:10]1 |f:0.1|. Procedure: 4M sodium hydroxide solution (15.2 mL, 60.8 mM) was added to a methanol (30 mL) solution of ethyl 1-cyclohexylmethyl-2-oxo-1,5,7,8,tetrahydro-2H-thiopyrano[4,3-b]pyridine-3-carboxylate (AA08, 8.16 g, 24.3 mmol), which had been obtained in Example 8, at room temperature, and the mixture was heated and refluxed for 30 minutes. The reaction mixture was diluted with water (100 mL) and washed with ether (100 mL). 5M hydrochloric acid (13 mL, 65 mmol) was added to the water layer, the precipitated cry... Starting materials: N[C@H](C(=O)OC)CC#CC1=NC=C(C=C1)OCC1=C(C=CC=C1)F (methyl (2S)-2-amino-5-(5-{[(2-fluorophenyl)methyl]oxy}-2-pyridinyl)-4-pentynoate). Reagents/catalysts: [O-]S(=O)(=O)C(F)(F)F.[Ag+] (silver triflate). Run in C(C)#N (acetonitrile). Run at time 60 hour. The product is FC1=C(C=CC=C1)COC=1C=CC(=NC1)C=1CC[C@H](N1)C(=O)OC (Methyl (2S)-5-(5-{[(2-fluorophenyl)methyl]oxy}-2-pyridinyl)-3,4-dihydro-2H-pyrrole-2-carboxylate). The yield is 100.4%. RXN SMILES: [NH2:1][C@@H:2]([CH2:7][C:8]#[C:9][C:10]1[CH:15]=[CH:14][C:13]([O:16][CH2:17][C:18]2[CH:23]=[CH:22][CH:21]=[CH:20][C:19]=2[F:24])=[CH:12][N:11]=1)[C:3]([O:5][CH3:6])=[O:4]>C(#N)C.[O-]S(C(F)(F)F)(=O)=O.[Ag+]>[F:24][C:19]1[CH:20]=[CH:21][CH:22]=[CH:23][C:18]=1[CH2:17][O:16][C:13]1[CH:14]=[CH:15][C:10]([C:9]2[CH2:8][CH2:7][C@@H:2]([C:3]([O:5][CH3:6])=[O:4])[N:1]=2)=[N:11][CH:12]=1 |f:2.3|. Reported procedure: To a solution of methyl (2S)-2-amino-5-(5-{[(2-fluorophenyl)methyl]oxy}-2-pyridinyl)-4-pentynoate (D84, 300 mg, 0.91 mmol) in acetonitrile was added silver triflate (24 mg, 0.091 mmol) and the mixture was stirred for 60 hours at room temperature. The solvent was evaporated and the residue diluted with water and extracted with ethyl acetate. The organic layer was dried (Na2SO4), filtered and evaporated affording the title compound as a yellow solid (300 mg, quantitative). Rt (HPLC): 3.58 min; MS:... Reactants: CO, N#CCc1ccc(C(F)(F)F)cc1, N. The product is NCCc1ccc(C(F)(F)F)cc1. RXN SMILES: [CH3:15][OH:16].[F:1][C:2]([c:3]1[cH:4][cH:5][c:6]([CH2:9][C:10]#[N:11])[cH:7][cH:8]1)([F:12])[F:13].[NH3:14]>>[F:1][C:2]([c:3]1[cH:4][cH:5][c:6]([CH2:9][CH2:10][NH2:11])[cH:7][cH:8]1)([F:12])[F:13]. The reactants are CC(C)(C)C=O (pivaldehyde), [BH3-]C#N.[Na+] (NaCNBH3), NC1=NNC2=NC=NC(=C21)NC2=CC(=CC=C2)Cl (3-amino-4-(3-chlorophenylamino)-1H-pyrazolo[3,4-d]pyrimidine), CC(C)(C)C=O (pivaldehyde), [BH3-]C#N.[Na+] (NaCNBH3), N1N=CC2=C1C=NC=N2 (pyrazolo-pyrimidine). The solvent is CCCCCC (hexane), C(C)(=O)O (acetic acid), CN1CCN(C1=O)C.CO (DMEU methanol), C(C)(=O)O (acetic acid). Product: ClC=1C=C(C=CC1)NC1=C2C(=NC=N1)NN=C2NCC(C)(C)C (4-(3-chloro-phenylamino)-3-(2,2-dimethylpropyl-amino)-1H-pyrazolo[3,4-d]pyrmidine). As a reaction SMILES: [NH2:1][C:2]1[C:10]2[C:5](=[N:6][CH:7]=[N:8][C:9]=2[NH:11][C:12]2[CH:17]=[CH:16][CH:15]=[C:14]([Cl:18])[CH:13]=2)[NH:4][N:3]=1.[CH3:19][C:20]([CH:23]=O)([CH3:22])[CH3:21].[BH3-]C#N.[Na+].N1C2C=NC=NC=2C=N1>CN1C(=O)N(C)CC1.CO.CCCCCC.C(O)(=O)C>[Cl:18][C:14]1[CH:13]=[C:12]([NH:11][C:9]2[N:8]=[CH:7][N:6]=[C:5]3[NH:4][N:3]=[C:2]([NH:1][CH2:19][C:20]([CH3:23])([CH3:22])[CH3:21])[C:10]=23)[CH:17]=[CH:16][CH:15]=1 |f:2.3,5.6|. Reported procedure: Analogously to Example 34, 261 mg (1.00 mmol) of 3-amino-4-(3-chlorophenylamino)-1H-pyrazolo[3,4-d]pyrimidine (see Step 1.6), 129 mg (1.5 mmol) of pivaldehyde and 180 mg of acetic acid are stirred in 39 ml of DMEU/methanol (1:2) and then reacted with 440 mg (7 mmol) of NaCNBH3. Since, according to HPLC, the reaction is incomplete, 129 mg of pivaldehyde, 180 mg of acetic acid and 440 mg of NaCNBH3 are added a number of times until HPLC indicates that all the pyrazolo-pyrimidine has reacted. Betwe... The reactants are Cc1ncc(CNc2ccc(-c3ccccc3S(=O)(=O)NC(C)(C)C)cc2)c2c1OC(C)(C)OC2, O=CO, O. Yields the product Cc1ncc(CNc2ccc(-c3ccccc3S(=O)(=O)NC(C)(C)C)cc2)c(CO)c1O. RXN SMILES: [C:4]([CH3:5])([CH3:6])([CH3:7])[NH:8][S:9](=[O:10])(=[O:11])[c:12]1[c:13](-[c:18]2[cH:19][cH:20][c:21]([NH:24][CH2:25][c:26]3[c:27]4[c:28]([c:29]([CH3:32])[n:30][cH:31]3)[O:33][C:34]([CH3:37])([CH3:38])[O:35][CH2:36]4)[cH:22][cH:23]2)[cH:14][cH:15][cH:16][cH:17]1.[CH:1]([OH:2])=[O:3].[OH2:39]>>[C:4]([CH3:5])([CH3:6])([CH3:7])[NH:8][S:9](=[O:10])(=[O:11])[c:12]1[c:13](-[c:18]2[cH:19][cH:20][c:21]([NH:24][CH2:25][c:26]3[c:27]([CH2:36][OH:35])[c:28]([OH:33])[c:29]([CH3:32])[n:30][cH:31]3)[cH:22][cH:23]2)[cH:14][cH:15][cH:16][cH:17]1. The reactants are resultant mixture, C(C)(C)(C)OC(NC1=CC=C(C=C1)SC1=C(C=C(C=C1)OCC1=CC=CC=C1)[N+](=O)[O-])=O ([4-(4-Benzyloxy-2-nitro-phenylsulfanyl)-phenyl]-carbamic acid tert-butyl ester), [Cl-].[NH4+] (ammonium chloride), O1CCCC1 (tetrahydrofuran), O (water). The reagents and catalysts are [Fe] (iron). The solvent is CO (methanol), CO (methanol). Yields the product C(C)(C)(C)OC(NC1=CC=C(C=C1)SC1=C(C=C(C=C1)OCC1=CC=CC=C1)N)=O ([4-(2-Amino-4-benzyloxy-phenylsulfanyl)-phenyl]-carbamic acid tert-butyl ester). Yield: 84.2%. As a reaction SMILES: [C:1]([O:5][C:6](=[O:32])[NH:7][C:8]1[CH:13]=[CH:12][C:11]([S:14][C:15]2[CH:20]=[CH:19][C:18]([O:21][CH2:22][C:23]3[CH:28]=[CH:27][CH:26]=[CH:25][CH:24]=3)=[CH:17][C:16]=2[N+:29]([O-])=O)=[CH:10][CH:9]=1)([CH3:4])([CH3:3])[CH3:2].[Cl-].[NH4+].O1CCCC1.O>CO.[Fe]>[C:1]([O:5][C:6](=[O:32])[NH:7][C:8]1[CH:9]=[CH:10][C:11]([S:14][C:15]2[CH:20]=[CH:19][C:18]([O:21][CH2:22][C:23]3[CH:24]=[CH:25][CH:26]=[CH:27][CH:28]=3)=[CH:17][C:16]=2[NH2:29])=[CH:12][CH:13]=1)([CH3:4])([CH3:2])[CH3:3] |f:1.2|. Reported procedure: A solution of the product of Example 214C (1.4 g, 3.09 mmol), iron powder (0.70 g, 12 mmol) and ammonium chloride (0.18 g, 3.41 mmol) in a methanol (10 mL), tetrahydrofuran (10 mL), and water (5 mL) solution was heated to reflux for 1.5 hours. The resultant mixture was diluted with methanol (50 mL) and filtered through a pad of celite. The filtrate was concentrated under vacuum to a volume of 10 mL, the solution diluted with water (50 mL) and extracted with ethyl acetate (2×50 mL). The combined ...